From a dataset of the Open Reaction Database (ORD), a public repository of structured organic reaction records. describe an organic reaction: reactants, conditions, products, and yield The reactants are C1(CC1)COC1=C(C=CC=C1OC)/C=C/C=1N=C2N(C(C1I)=O)C=CS2 (7-{(E)-2-[2-(Cyclopropylmethoxy)-3-methoxyphenyl]vinyl}-6-iodo-5H-[1,3]thiazolo[3,2-a]pyrimidin-5-one), C1(CC1)COC1=C(C=CC=C1OC)/C=C/C=1N=C2N(C(C1)=O)C(=CS2)C (7-{(E)-2-[2-(Cyclopropylmethoxy)-3-methoxyphenyl]vinyl}-3-methyl-5H-[1,3]-thiazolo[3,2-a]pyrimidin-5-one), intermediate, IN1C(CCC1=O)=O (N-iodosuccinimide). The solvent is C(C)#N (acetonitrile). The product is C1(CC1)COC1=C(C=CC=C1OC)/C=C/C=1N=C2N(C(C1I)=O)C(=CS2)C (7-{(E)-2-[2-(Cyclopropylmethoxy)-3-methoxyphenyl]vinyl}-6-iodo-3-methyl-5H-[1,3]thiazolo[3,2-a]pyrimidin-5-one). Reaction SMILES: [CH:1]1([CH2:4][O:5][C:6]2[C:11]([O:12][CH3:13])=[CH:10][CH:9]=[CH:8][C:7]=2/[CH:14]=[CH:15]/[C:16]2[N:17]=[C:18]3[S:25][CH:24]=[C:23]([CH3:26])[N:19]3[C:20](=[O:22])[CH:21]=2)[CH2:3][CH2:2]1.[I:27]N1C(=O)CCC1=O.C1(COC2C(OC)=CC=CC=2/C=C/C2N=C3SC=CN3C(=O)C=2I)CC1>C(#N)C>[CH:1]1([CH2:4][O:5][C:6]2[C:11]([O:12][CH3:13])=[CH:10][CH:9]=[CH:8][C:7]=2/[CH:14]=[CH:15]/[C:16]2[N:17]=[C:18]3[S:25][CH:24]=[C:23]([CH3:26])[N:19]3[C:20](=[O:22])[C:21]=2[I:27])[CH2:3][CH2:2]1. Procedure: To a solution of Step 3 intermediate (700 mg, 1.810 mmol) in acetonitrile (10 ml) was added N-iodosuccinimide (641 mg, 2.841 mmol) and reacted according to the procedure described in Step 4, Intermediate 2 to afford 600 mg of the desired compound; 1H NMR (300 MHz, CDCl3) δ 0.32-0.35 (m, 2H), 0.52-0.58 (m, 2H), 1.18-1.22 (m, 1H), 2.64 (s, 3H), 3.76-3.78 (m, 2H), 7.01-7.14 (m, 3H), 7.25-7.28 (m, 1H), 7.49 (d, J=15.6 Hz, 1H), 8.10-8.16 (d, J=15.9 Hz, 1H); ESI-MS (m/z) 494.99 (M+H)+. Reactants: C(C)(C)(C)C1=CC=C(CNC(SC)=NC#N)C=C1 (N-(4-t-butylbenzyl)N′-cyano-S-methylisothiourea), NCCC1=NC=CC=C1 (2-(2-aminoethyl)pyridine). Solvent: C=1(C(=CC=CC1)C)C (xylene). The product is C(#N)N=C(NCC1=CC=C(C=C1)C(C)(C)C)NCCC1=NC=CC=C1 (N″-cyano-N-(4t-butylbenzyl)-N′-(2pyridinylethyl)guanidine). Isolated yield 30.3%. RXN SMILES: [C:1]([C:5]1[CH:18]=[CH:17][C:8]([CH2:9][NH:10][C:11](=[N:14][C:15]#[N:16])SC)=[CH:7][CH:6]=1)([CH3:4])([CH3:3])[CH3:2].[NH2:19][CH2:20][CH2:21][C:22]1[CH:27]=[CH:26][CH:25]=[CH:24][N:23]=1>C1(C)C(C)=CC=CC=1>[C:15]([N:14]=[C:11]([NH:19][CH2:20][CH2:21][C:22]1[CH:27]=[CH:26][CH:25]=[CH:24][N:23]=1)[NH:10][CH2:9][C:8]1[CH:17]=[CH:18][C:5]([C:1]([CH3:4])([CH3:3])[CH3:2])=[CH:6][CH:7]=1)#[N:16]. Reported procedure: N-(4-t-butylbenzyl)N′-cyano-S-methylisothiourea (180 mg) was dissolved in xylene (10 ml) and to the solution was added 2-(2-aminoethyl)pyridine (86 mg), followed by refluxing for 7 hours. The resulting mixture was concentrated under reduced pressure and the obtained residue was purified by column-chromatography (acetone/ethyl acetate=1/1) to yield the compound 31-1 (70 mg, 30%) as a liquid. Starting materials: C(C)(=O)SCCNC(CCNC([C@@H](C(COP(OP(OC[C@@H]1[C@H]([C@H]([C@@H](O1)N1C=NC=2C(N)=NC=NC12)O)OP(=O)(O)O)(=O)O)(=O)O)(C)C)O)=O)=O (acetyl-CoA), C[14C](=O)SCCNC(=O)CCNC(=O)[C@@H](C(C)(C)COP(=O)(O)OP(=O)(O)OC[C@@H]1[C@H]([C@H]([C@@H](O1)N2C=NC3=C2N=CN=C3N)O)OP(=O)(O)O)O ([14C]acetyl-CoA), glutathione agarose, C(C)(=O)OC(C)=O (acetic anhydride), C1=CC(=C(C=C1SSC2=CC(=C(C=C2)[N+](=O)[O-])C(=O)O)C(=O)O)[N+](=O)[O-] (DTNB), C(CN(CC(=O)O)CC(=O)O)N(CC(=O)O)CC(=O)O (EDTA), Cl.NCCC1=CNC2=CC=CC=C12 (tryptamine-HCl), C=1C=CC2=C(C1)C(=CN2)CCO (tryptophol), SC[C@@H](O)[C@H](O)CS (dithiothreitol), Cl.NCCC1=CNC2=CC=CC=C12 (tryptamine-HCl), CCNC(=O)CCNC(=O)[C@@H](C(C)(C)COP(=O)(O)OP(=O)(O)OC[C@@H]1[C@H]([C@H]([C@@H](O1)N2C=NC3=C2N=CN=C3N)O)OP(=O)(O)O)O (desulfo-CoA), P(=O)([O-])([O-])[O-].[Na+].[Na+].[Na+] (sodium phosphate). Run in C(C)N(CC)CC (triethylamine). Conditions: time 50 minute. The product is C(C)(=O)NCCC1=CNC2=CC=CC=C12 (N-acetyltryptamine). The yield is 88.0%. Reaction SMILES: C(SCCNC(=O)CCNC(=O)[C@H](O)C(C)(C)COP(O)(=O)OP(O)(=O)O[CH2:21][C@H:22]1O[C@@H:25]([N:27]2[C:36]3N=CN=[C:31](N)[C:30]=3N=C2)[C@H:24](O)[C@@H:23]1OP(O)(O)=O)(=O)C.Cl.NCC[C:56]1[C:64]2[C:59](=CC=CC=2)[NH:58][CH:57]=1.CCNC(CCNC([C@H](O)C(COP(OP(OC[C@H]1O[C@@H](N2C3N=CN=C(N)C=3N=C2)[C@H](O)[C@@H]1OP(O)(O)=O)(O)=O)(O)=O)(C)C)=O)=[O:69].C1C(SSC2C=CC([N+]([O-])=O)=C(C(O)=O)C=2)=CC(C(O)=O)=C([N+]([O-])=O)C=1.P([O-])([O-])([O-])=O.[Na+].[Na+].[Na+].SC[C@H]([C@@H](CS)O)O.C(N(CC(O)=O)CC(O)=O)CN(CC(O)=O)CC(O)=O.C1C=CC2NC=C(CCO)C=2C=1.C[14C](SCCNC(CCNC([C@H](O)C(COP(OP(OC[C@H]1O[C@@H](N2C3N=CN=C(N)C=3N=C2)[C@H](O)[C@@H]1OP(O)(O)=O)(O)=O)(O)=O)(C)C)=O)=O)=O.C(OC(=O)C)(=O)C>C(N(CC)CC)C>[C:59]([NH:58][CH2:57][CH2:56][C:24]1[C:23]2[C:36](=[CH:30][CH:31]=[CH:21][CH:22]=2)[NH:27][CH:25]=1)(=[O:69])[CH3:64] |f:1.2,5.6.7.8|. Reported procedure: The following were purchased: acetyl-CoA (Pharmacia Biotech Inc.); tryptamine-HCl, desulfo-CoA, glutathione-agarose, DTNB (Sigma); sodium phosphate, dithiothreitol, guanidinium-HCl, EDTA (Fisher Scientific); tryptophol (Aldrich); and [14C]acetyl-CoA (60 Ci/mol) (NEN Life Science Products). N-acetyltryptamine was synthesized by reacting tryptamine-HCl (500 mg, 2.5 mmol) with acetic anhydride (260 mg, 2.5 mmol) in the presence of excess triethylamine (1.75 ml). After vigorous stirring at room temp...